From a dataset of the Open Reaction Database (ORD), a public repository of structured organic reaction records. describe an organic reaction: reactants, conditions, products, and yield Starting materials: N#Cc1ccc(C(=O)O)[nH]1, CCN=C=NCCCN(C)C, ClCCl, Cl, Nc1ccccc1N1CCCCC1, Oc1cccc2[nH]nnc12. The product is N#Cc1ccc(C(=O)Nc2ccccc2N2CCCCC2)[nH]1. Reaction SMILES: [C:1](#[N:2])[c:3]1[cH:4][cH:5][c:6]([C:8](=[O:9])[OH:10])[nH:7]1.[CH3:12][N:13]([CH3:14])[CH2:15][CH2:16][CH2:17][N:18]=[C:19]=[N:20][CH2:21][CH3:22].[Cl:46][CH2:47][Cl:48].[ClH:11].[N:33]1([c:39]2[c:40]([NH2:41])[cH:42][cH:43][cH:44][cH:45]2)[CH2:34][CH2:35][CH2:36][CH2:37][CH2:38]1.[OH:23][c:24]1[c:25]2[n:26][n:27][nH:28][c:29]2[cH:30][cH:31][cH:32]1>>[C:1](#[N:2])[c:3]1[cH:4][cH:5][c:6]([C:8](=[O:10])[NH:41][c:40]2[c:39]([N:33]3[CH2:34][CH2:35][CH2:36][CH2:37][CH2:38]3)[cH:45][cH:44][cH:43][cH:42]2)[nH:7]1. Reactants: C(C)(=O)NC1=NC(=C2NC=NC2=N1)NC(C)=O (2,6-diacetamidopurine), O (water), C(C)(=O)[C@@]1([C@](C(O[C@@H]1CO)(C(C)=O)Cl)(O)C(C)=O)O (triacetyl-D ribofuranosyl chloride), 2,6-diacetamido-9-triacetyl-β-D-ribofuranosyl purine. Solvent: C=1(C(=CC=CC1)C)C (xylene), C=1(C(=CC=CC1)C)C (xylene). Run at time 8 hour. Product: C(C)(=O)NC1=NC(=C2N=CN(C2=N1)[C@]1([C@](O)([C@](O)([C@H](O1)CO)C(C)=O)C(C)=O)C(C)=O)NC(C)=O (2,6-Diacetamido-9-(Triacetyl-β-D-Ribofuranosyl)Purine). Reaction SMILES: [C:1]([NH:4][C:5]1[N:13]=[C:12]2[C:8]([NH:9][CH:10]=[N:11]2)=[C:7]([NH:14][C:15](=[O:17])[CH3:16])[N:6]=1)(=[O:3])[CH3:2].O.[C:19]([C@@:22]1([OH:37])[C@@H:26]([CH2:27][OH:28])[O:25][C:24](Cl)([C:29](=[O:31])[CH3:30])[C@:23]1([C:34](=[O:36])[CH3:35])[OH:33])(=[O:21])[CH3:20]>C1(C)C(C)=CC=CC=1>[C:1]([NH:4][C:5]1[N:13]=[C:12]2[C:8]([N:9]=[CH:10][N:11]2[C@:24]2([C:29](=[O:31])[CH3:30])[O:25][C@H:26]([CH2:27][OH:28])[C@@:22]([C:19](=[O:21])[CH3:20])([OH:37])[C@@:23]2([C:34](=[O:36])[CH3:35])[OH:33])=[C:7]([NH:14][C:15](=[O:17])[CH3:16])[N:6]=1)(=[O:3])[CH3:2]. Reported procedure: The dried chloromercuri derivative (24 g., 0.05 mole) of 2,6-diacetamidopurine was refluxed in xylene using a Dean-Stark water separator. Freshly prepared triacetyl-D ribofuranosyl chloride in xylene was added to the hot chloromercuri derivative and the mixture was refluxed, in an oil bath, with vigorous stirring. After 41/2 hours the reaction mixture was allowed to stand overnight at room temperature and then filtered. The precipitate was extracted (several times) with warm CHCl3. The CHCl3 ext...